Dataset: the Open Reaction Database (ORD), a public repository of structured organic reaction records. Task: describe an organic reaction: reactants, conditions, products, and yield Starting materials: [Si](C)(C)(C(C)(C)C)OC=1C=C(C=CC1)C(=C(C(C)C)C(C)C)OC (1-(3-t-Butyldimethylsilyloxyphenyl)-2,2-diisopropyl-1-methoxyethene), [F-].C(CCC)[N+](CCCC)(CCCC)CCCC (tetra-n-butyl-ammonium fluoride), C(C)(=O)OCC.CCCCCC (ethyl acetate hexane). Run in C1CCOC1 (THF). Product: C(C)(C)C(=C(OC)C1=CC(=CC=C1)O)C(C)C (2,2-Diisopropyl-1-(3-hydroxyphenyl)-1-methoxyethene). Reaction SMILES: [Si]([O:8][C:9]1[CH:10]=[C:11]([C:15]([O:23][CH3:24])=[C:16]([CH:20]([CH3:22])[CH3:21])[CH:17]([CH3:19])[CH3:18])[CH:12]=[CH:13][CH:14]=1)(C(C)(C)C)(C)C.[F-].C([N+](CCCC)(CCCC)CCCC)CCC.C(OCC)(=O)C.CCCCCC>C1COCC1>[CH:20]([C:16]([CH:17]([CH3:19])[CH3:18])=[C:15]([C:11]1[CH:12]=[CH:13][CH:14]=[C:9]([OH:8])[CH:10]=1)[O:23][CH3:24])([CH3:22])[CH3:21] |f:1.2,3.4|. Procedure: To a solution of 0.97 g (2.78 mmol) of alkene 1a in 30 ml of dry THF was added 0.81 g (1.1 eq.) of tetra-n-butyl-ammonium fluoride. After stirring for one hour TLC (silica, 20% ethyl acetate/hexane) showed complete conversion of starting material to a new compound. The THF was evaporated and the residue dissolved in ethyl acetate. The ethyl acetate solution was extracted four times with water and dried. Silica gel (2 g) was added and the solvent evaporated. The material was purified by column ch...